From a dataset of the Open Reaction Database (ORD), a public repository of structured organic reaction records. describe an organic reaction: reactants, conditions, products, and yield Starting materials: ClC1=CC=C(C=2N3C(=NC21)N(CCC3)C3=C(C=C(C=C3)Cl)Cl)C(CC)=O (1-[9-chloro-1-(2,4-dichlorophenyl)-1,2,3,4-tetrahydropyrimido[1,2-a]benzimidazol-6-yl]propan-1-one), Cl.C(C)ON (O-ethylhydroxylamine hydrochloride), N1=CC=CC=C1 (pyridine). Solvent: C(C)O (ethanol). Reaction conditions: temperature 80 celsius, time 26 hour. The product is C(C)O\N=C(\CC)/C1=CC=C(C2=C1N1C(=N2)N(CCC1)C1=C(C=C(C=C1)Cl)Cl)Cl ((1Z)-1-[9-Chloro-1-(2,4-dichlorophenyl)-1,2,3,4-tetrahydropyrimido[1,2-a]benzimidazol-6-yl]propan-1-one O-ethyloxime). Reaction SMILES: [Cl:1][C:2]1[C:10]2[N:9]=[C:8]3[N:11]([C:15]4[CH:20]=[CH:19][C:18]([Cl:21])=[CH:17][C:16]=4[Cl:22])[CH2:12][CH2:13][CH2:14][N:7]3[C:6]=2[C:5]([C:23](=O)[CH2:24][CH3:25])=[CH:4][CH:3]=1.Cl.[CH2:28]([O:30][NH2:31])[CH3:29].N1C=CC=CC=1>C(O)C>[CH2:28]([O:30]/[N:31]=[C:23](\[C:5]1[C:6]2[N:7]3[CH2:14][CH2:13][CH2:12][N:11]([C:15]4[CH:20]=[CH:19][C:18]([Cl:21])=[CH:17][C:16]=4[Cl:22])[C:8]3=[N:9][C:10]=2[C:2]([Cl:1])=[CH:3][CH:4]=1)/[CH2:24][CH3:25])[CH3:29] |f:1.2|. Procedure details: A mixture of 1-[9-chloro-1-(2,4-dichlorophenyl)-1,2,3,4-tetrahydropyrimido[1,2-a]benzimidazol-6-yl]propan-1-one (250 mg, 0.612 mmol), O-ethylhydroxylamine hydrochloride (179 mg, 1.84 mmol) and pyridine (1.5 mL) in ethanol (6.0 mL) was stirred at 80° C. for 26 hr. The mixture was concentrated in vacuo, diluted with saturated aqueous sodium hydrogen carbonate, and extracted with ethyl acetate. The combined organic layer was washed with brine, dried over anhydrous magnesium sulfate, filtered, and c... Reactants: [Si](C)(C)(C(C)(C)C)OC1=C(C=C(C=C1CCC)CN1C(=NC=2C1=NC(=CC2C)C)CC)CCC (3-[4-tert-butyldimethylsilyloxy-3,5-dipropylphenylmethyl]-5,7-dimethyl-2-ethyl-3H-imidazo -[4,5-b]pyridine), [F-].C(CCC)[N+](CCCC)(CCCC)CCCC (tetrabutylammonium fluoride). Run in C1CCOC1 (THF). Yields the product CC1=CC(=C2C(=N1)N(C(=N2)CC)CC2=CC(=C(C(=C2)CCC)O)CCC)C (5,7-dimethyl-2-ethyl-3-[4-hydroxy-3,5-dipropylphenylmethyl]-3H-imidazo[4,5-b]pyridine). Isolated yield 87.8%. As a reaction SMILES: [Si]([O:8][C:9]1[C:14]([CH2:15][CH2:16][CH3:17])=[CH:13][C:12]([CH2:18][N:19]2[C:23]3=[N:24][C:25]([CH3:29])=[CH:26][C:27]([CH3:28])=[C:22]3[N:21]=[C:20]2[CH2:30][CH3:31])=[CH:11][C:10]=1[CH2:32][CH2:33][CH3:34])(C(C)(C)C)(C)C.[F-].C([N+](CCCC)(CCCC)CCCC)CCC>C1COCC1>[CH3:29][C:25]1[N:24]=[C:23]2[N:19]([CH2:18][C:12]3[CH:11]=[C:10]([CH2:32][CH2:33][CH3:34])[C:9]([OH:8])=[C:14]([CH2:15][CH2:16][CH3:17])[CH:13]=3)[C:20]([CH2:30][CH3:31])=[N:21][C:22]2=[C:27]([CH3:28])[CH:26]=1 |f:1.2|. Procedure: A THF solution of 5.0 g (10.44 mmol) of the product of Step F was treated with tetrabutylammonium fluoride (1.2 equiv, 1M solution in THF) overnight. THF was removed in vacuo and the residue was flash chromatographed using 30-50% ethyl acetate in hexane as eluent to afford 3.35 g (88%) of the title compound. Starting materials: CCCCCBr, CCO, [Na], O, Oc1ccccc1O. Yields the product CCCCCOc1ccccc1O. RXN SMILES: [Br:10][CH2:11][CH2:12][CH2:13][CH2:14][CH3:15].[CH3:17][CH2:18][OH:19].[Na:9].[OH2:16].[OH:1][c:2]1[cH:3][cH:4][cH:5][cH:6][c:7]1[OH:8]>>[O:1]([c:2]1[cH:3][cH:4][cH:5][cH:6][c:7]1[OH:8])[CH2:11][CH2:12][CH2:13][CH2:14][CH3:15].